Dataset: the Open Reaction Database (ORD), a public repository of structured organic reaction records. Task: describe an organic reaction: reactants, conditions, products, and yield Starting materials: C(=O)([O-])[O-].[K+].[K+] (K2CO3), OC1=CC=C(C=C1)C(C)(C)C1=CC=C(C=C1)O (bisphenol A), ClCCOCCCl (bis(2-chloroethyl) ether), [N+](=O)([O-])C=1C=C(C(C#N)=CC1)C#N (4-nitrophthalonitrile), Cl (HCl). Run in CS(=O)C (dimethylsulfoxide), O (water). Reaction conditions: temperature 90 celsius. Yields the product C(C=1C(C#N)=CC=CC1)#N (phthalonitrile), solid. Isolated yield 94.0%. As a reaction SMILES: OC1C=CC(C(C2C=CC(O)=CC=2)(C)C)=CC=1.ClCCOCCCl.C([O-])([O-])=O.[K+].[K+].[N+]([C:34]1[CH:35]=[C:36]([C:42]#[N:43])[C:37](=[CH:40][CH:41]=1)[C:38]#[N:39])([O-])=O.Cl>O.CS(C)=O>[C:42](#[N:43])[C:36]1[C:37](=[CH:40][CH:41]=[CH:34][CH:35]=1)[C:38]#[N:39] |f:2.3.4|. Reported procedure: To a 2000 mL, three-necked flask fitted with a thermometer and a nitrogen inlet were added bisphenol A (100 g, 0.298 mol), bis(2-chloroethyl) ether (31.3 g, 0.219 mol), powdered anhydrous K2CO3 (150 g, 1.09 mol), and dimethylsulfoxide (DMSO) (1000 mL). The resulting mixture was degassed with nitrogen at ambient temperature and heated at 90° C. under a nitrogen atmosphere for 8-16 hr. The mixture was cooled to 50° C. At this time, 4-nitrophthalonitrile (77.7 g, o.449 mol) was added in one portion... The reactants are Cc1ccc(S(=O)(=O)OCCC2(C3(C)OCCO3)CC2)cc1, CN(C)C=O, Sc1ccccc1. The product is CC1(C2(CCSc3ccccc3)CC2)OCCO1. RXN SMILES: [CH3:1][C:2]1([C:7]2([CH2:10][CH2:11][O:12][S:13]([c:14]3[cH:15][cH:16][c:17]([CH3:18])[cH:19][cH:20]3)(=[O:21])=[O:22])[CH2:8][CH2:9]2)[O:3][CH2:4][CH2:5][O:6]1.[CH3:30][N:31]([CH3:32])[CH:33]=[O:34].[SH:23][c:24]1[cH:25][cH:26][cH:27][cH:28][cH:29]1>>[CH3:1][C:2]1([C:7]2([CH2:10][CH2:11][S:23][c:24]3[cH:25][cH:26][cH:27][cH:28][cH:29]3)[CH2:8][CH2:9]2)[O:3][CH2:4][CH2:5][O:6]1. Starting materials: ClC=1N=NC(=C(N1)NC1=C(C=CC=C1)S(=O)(=O)C(C)C)Cl (3,6-dichloro-N-[2-(propan-2-ylsulfonyl)phenyl]-1,2,4-triazin-5-amine), COC1=C(N)C=CC(=C1)N1CCC(CC1)N1CCP(CC1)(=O)C (2-methoxy-4-[4-(4-methyl-4-oxido-1,4-azaphosphinan-1-yl)piperidin-1-yl]aniline), C12(C(=O)CC(CC1)C2(C)C)CS(=O)(=O)O (camphorsulfonic acid). The solvent is CC(C)O (2-propanol), ClCCl (dichloromethane). Yields the product ClC1=C(N=C(N=N1)NC1=C(C=C(C=C1)N1CCC(CC1)N1CCP(CC1)(=O)C)OC)NC1=C(C=CC=C1)S(=O)(=O)C(C)C (6-chloro-N3-{2-methoxy-4-[4-(4-methyl-4-oxido-1,4-azaphosphinan-1-yl)piperidin-1-yl]phenyl}-N5-[2-(propan-2-ylsulfonyl)phenyl]-1,2,4-triazine-3,5-diamine). Reaction SMILES: Cl[C:2]1[N:3]=[N:4][C:5]([Cl:21])=[C:6]([NH:8][C:9]2[CH:14]=[CH:13][CH:12]=[CH:11][C:10]=2[S:15]([CH:18]([CH3:20])[CH3:19])(=[O:17])=[O:16])[N:7]=1.[CH3:22][O:23][C:24]1[CH:30]=[C:29]([N:31]2[CH2:36][CH2:35][CH:34]([N:37]3[CH2:42][CH2:41][P:40]([CH3:44])(=[O:43])[CH2:39][CH2:38]3)[CH2:33][CH2:32]2)[CH:28]=[CH:27][C:25]=1[NH2:26].C12(CS(O)(=O)=O)C(C)(C)C(CC1)CC2=O>CC(O)C.ClCCl>[Cl:21][C:5]1[N:4]=[N:3][C:2]([NH:26][C:25]2[CH:27]=[CH:28][C:29]([N:31]3[CH2:36][CH2:35][CH:34]([N:37]4[CH2:42][CH2:41][P:40]([CH3:44])(=[O:43])[CH2:39][CH2:38]4)[CH2:33][CH2:32]3)=[CH:30][C:24]=2[O:23][CH3:22])=[N:7][C:6]=1[NH:8][C:9]1[CH:14]=[CH:13][CH:12]=[CH:11][C:10]=1[S:15]([CH:18]([CH3:20])[CH3:19])(=[O:17])=[O:16]. Procedure details: A mixture of 3,6-dichloro-N-[2-(propan-2-ylsulfonyl)phenyl]-1,2,4-triazin-5-amine (prepared as in Example 106: 0.7 mmol), 2-methoxy-4-[4-(4-methyl-4-oxido-1,4-azaphosphinan-1-yl)piperidin-1-yl]aniline (0.7 mmol) and camphorsulfonic acid (0.7 equiv.), is refluxed for 20-48 hours in 2-propanol. The reaction mixture is allowed to cool to room temperature, dissolved in dichloromethane and washed with an aqueous solution of Na2CO3. The dichloromethane extract is dried over MgSO4 and evaporated. The c... Reactants: N1(CCCC1)CC1NCCCC1 (2-(1-pyrrolidinylmethyl)piperidine), ClC1=CC=C(OCC(=O)O)C=C1 (4-chlorophenoxyacetic acid). The product is Cl.ClC1=CC=C(OCC(=O)N2C(CCCC2)CN2CCCC2)C=C1 (1-(4-chlorophenoxyacetyl)-2-(1-pyrrolidinylmethyl) piperidine hydrochloride). Reaction SMILES: [N:1]1([CH2:6][CH:7]2[CH2:12][CH2:11][CH2:10][CH2:9][NH:8]2)[CH2:5][CH2:4][CH2:3][CH2:2]1.[Cl:13][C:14]1[CH:24]=[CH:23][C:17]([O:18][CH2:19][C:20](O)=[O:21])=[CH:16][CH:15]=1>>[ClH:13].[Cl:13][C:14]1[CH:24]=[CH:23][C:17]([O:18][CH2:19][C:20]([N:8]2[CH2:9][CH2:10][CH2:11][CH2:12][CH:7]2[CH2:6][N:1]2[CH2:5][CH2:4][CH2:3][CH2:2]2)=[O:21])=[CH:16][CH:15]=1 |f:2.3|. Reported procedure: Prepared from 2-(1-pyrrolidinylmethyl)piperidine and 4-chlorophenoxyacetic acid. Starting materials: S(=O)(=O)(O)[O-].[K+] (potassium hydrogen sulfate), COC(=O)[C@H](C=1C=CC=CC1Cl)N2CCC3=C(C=CS3)C2 (clopidogrel), CC(=O)C (acetone). Run in O (water). Run at time 15 minute. Product: COC(=O)[C@H](C1=CC=CC=C1Cl)N2CCC3=C(C2)C=CS3.OS(=O)(=O)O (clopidogrel hydrogen sulfate). Isolated yield 92.1%. Reaction SMILES: [CH3:1][O:2][C:3]([C@@H:5]([N:13]1[CH2:21][C:17]2[CH:18]=[CH:19][S:20][C:16]=2[CH2:15][CH2:14]1)[C:6]1[CH:7]=[CH:8][CH:9]=[CH:10][C:11]=1[Cl:12])=[O:4].[S:22]([O-:26])([OH:25])(=[O:24])=[O:23].[K+].CC(C)=O>O>[CH3:1][O:2][C:3]([C@@H:5]([N:13]1[CH2:21][C:17]2[CH:18]=[CH:19][S:20][C:16]=2[CH2:15][CH2:14]1)[C:6]1[C:11]([Cl:12])=[CH:10][CH:9]=[CH:8][CH:7]=1)=[O:4].[OH:25][S:22]([OH:26])(=[O:24])=[O:23] |f:1.2,5.6|. Procedure details: To a stirred suspension of clopidogrel base (38.31 g, 0.119 mole) in water (30 mL), was added potassium hydrogen sulfate (32.3 g, 0.237 mole) at 25-30° C. The reaction mixture was stirred for 15 minutes and acetone (250 mL) was added, stirred further for 30 minutes and filtered. Insoluble solid was filtered. The filtrate was distilled at 50-55° C. under reduced pressure (5-10 mm). Dichloromethane (380 mL) was added and distilled at 50-55° C. This operation was repeated twice by adding dichlorome... Reactants: O=C(c1cccc(Br)c1F)N(CCO)Cc1ccccc1, CN(C)C=O, O. The product is O=C1c2cccc(Br)c2OCCN1Cc1ccccc1. As a reaction SMILES: [CH2:1]([c:2]1[cH:3][cH:4][cH:5][cH:6][cH:7]1)[N:8]([C:9]([c:10]1[c:11]([F:17])[c:12]([Br:16])[cH:13][cH:14][cH:15]1)=[O:18])[CH2:19][CH2:20][OH:21].[CH3:23][N:24]([CH3:25])[CH:26]=[O:27].[OH2:22]>>[CH2:1]([c:2]1[cH:3][cH:4][cH:5][cH:6][cH:7]1)[N:8]1[C:9](=[O:18])[c:10]2[c:11]([c:12]([Br:16])[cH:13][cH:14][cH:15]2)[O:21][CH2:20][CH2:19]1. Starting materials: CCOc1ccc(N(C(=O)OC(C)(C)C)c2c(CCO)c(Cl)nc3ccnn23)cc1, Cl, CC(C)(C)OC(=O)N1CCCC(N)C1. Product: CCOc1ccc(N(C(=O)OC(C)(C)C)c2c(CCO)c(NC3CCCN(C(=O)OC(C)(C)C)C3)nc3ccnn23)cc1. Reaction SMILES: [C:1]([CH3:2])([CH3:3])([CH3:4])[O:5][C:6]([N:7]([c:8]1[cH:9][cH:10][c:11]([O:14][CH2:15][CH3:16])[cH:12][cH:13]1)[c:17]1[c:18]([CH2:27][CH2:28][OH:29])[c:19]([Cl:26])[n:20][c:21]2[n:22]1[n:23][cH:24][cH:25]2)=[O:30].[ClH:45].[NH2:31][CH:32]1[CH2:33][N:34]([C:38](=[O:39])[O:40][C:41]([CH3:42])([CH3:43])[CH3:44])[CH2:35][CH2:36][CH2:37]1>>[C:1]([CH3:2])([CH3:3])([CH3:4])[O:5][C:6]([N:7]([c:8]1[cH:9][cH:10][c:11]([O:14][CH2:15][CH3:16])[cH:12][cH:13]1)[c:17]1[c:18]([CH2:27][CH2:28][OH:29])[c:19]([NH:31][CH:32]2[CH2:33][N:34]([C:38](=[O:39])[O:40][C:41]([CH3:42])([CH3:43])[CH3:44])[CH2:35][CH2:36][CH2:37]2)[n:20][c:21]2[n:22]1[n:23][cH:24][cH:25]2)=[O:30].